Task: describe an organic reaction: reactants, conditions, products, and yield. Dataset: the Open Reaction Database (ORD), a public repository of structured organic reaction records The product is CN(C)S(=O)(=O)n1ccc(C(=NS(=O)C(C)(C)C)c2cccc(Cl)c2)n1. Reaction SMILES: [CH3:1][N:2]([S:3](=[O:4])(=[O:5])[n:6]1[n:7][c:8]([C:11]([c:12]2[cH:13][c:14]([Cl:18])[cH:15][cH:16][cH:17]2)=[O:19])[cH:9][cH:10]1)[CH3:20].[CH3:21][C:22]([CH3:23])([CH3:24])[S:25](=[O:26])[NH2:27].[CH3:28][c:29]1[cH:30][cH:31][cH:32][cH:33][cH:34]1>>[CH3:1][N:2]([S:3](=[O:4])(=[O:5])[n:6]1[n:7][c:8]([C:11]([c:12]2[cH:13][c:14]([Cl:18])[cH:15][cH:16][cH:17]2)=[N:27][S:25]([C:22]([CH3:21])([CH3:23])[CH3:24])=[O:26])[cH:9][cH:10]1)[CH3:20]. Starting materials: CN(C)S(=O)(=O)n1ccc(C(=O)c2cccc(Cl)c2)n1, CC(C)(C)S(N)=O, Cc1ccccc1. Reactants: C(C)(C)C1(N=C(NC1=O)C1=C(C(=O)O)C=CC2=C1OCO2)C (2-(4-isopropyl-4-methyl-5-oxo-2-imidazolin-2-yl)-3,4-(methylenedioxy) benzoic acid), C(C)(=O)OC(C)=O (acetic anhydride). Solvent: C1(=CC=CC=C1)C (toluene). Conditions: time 8 hour. The product is C(C)(C)C1(C(N=C2N1C(C=1C=CC3=C(C21)OCO3)=O)=O)C (8-Isopropyl-8-methyl-6-H-1,3-dioxolo [4,5-g]imidazo[2,1-α]isoindole-6,9(8H)dione). As a reaction SMILES: [CH:1]([C:4]1([CH3:22])[C:8](=[O:9])[NH:7][C:6]([C:10]2[C:18]3[O:19][CH2:20][O:21][C:17]=3[CH:16]=[CH:15][C:11]=2[C:12](O)=[O:13])=[N:5]1)([CH3:3])[CH3:2].C(OC(=O)C)(=O)C>C1(C)C=CC=CC=1>[CH:1]([C:4]1([CH3:22])[N:5]2[C:12](=[O:13])[C:11]3[CH:15]=[CH:16][C:17]4[O:21][CH2:20][O:19][C:18]=4[C:10]=3[C:6]2=[N:7][C:8]1=[O:9])([CH3:3])[CH3:2]. Procedure: A mixture of 2-(4-isopropyl-4-methyl-5-oxo-2-imidazolin-2-yl)-3,4-(methylenedioxy) benzoic acid (4.11 g, 13.5 mmol) and acetic anhydride (100 mL, 1.06 mol) is stirred overnight at reflux temperature and concentrated in vacuo to give a residue which is chased twice with toluene to give a pale yellow solid. Recrystallization from ethyl acetate affords the title product as a pale yellow solid, 2.77 g (69.9%), mp 158°-160° C., identified by NMR spectral analysis.